This data is from the Open Reaction Database (ORD), a public repository of structured organic reaction records. The task is: describe an organic reaction: reactants, conditions, products, and yield Reactants: B#B (diborane), 5-allyloxy-2'-methoxy-2,9,9-trimethyl-6,7-benzomorphan hydrochloride, O1CCCC1 (tetrahydrofuran), O1CCCC1 (tetrahydrofuran), Cl (hydrochloric acid), [OH-].[Na+] (sodium hydroxide), OO (hydrogen peroxide). Run at time 1 hour. Yields the product CO.CCOCC.C(C)(=O)[O-] (methanol ether acetate). Reaction SMILES: B#B.[OH-:3].[Na+].OO.Cl.[O:8]1[CH2:12][CH2:11][CH2:10][CH2:9]1>>[CH3:9][OH:8].[CH3:10][CH2:9][O:8][CH2:12][CH3:11].[C:12]([O-:8])(=[O:3])[CH3:11] |f:1.2,6.7.8|. Reported procedure: 24 ml of a 1 M diborane solution in tetrahydrofuran are added drop-wise over 2 hours at a temperature of -10° C. to a solution of 2.02 g (6 mMol) of 5-allyloxy-2'-methoxy-2,9,9-trimethyl-6,7-benzomorphan hydrochloride (c.f. example 8f) in 25 ml of tetrahydrofuran. After stirring for 4 hours at room-temperature 16 ml of a 1 N sodium hydroxide solution and 2 ml 30% hydrogen peroxide are carefully added drop-wise. After reaction for 1 hour at room-temperature, 30 ml 1 N hydrochloric acid are added ... The reactants are C1(CCCC1)COC1=CC=CC2=C1C(=NO2)OCC2CCNCC2 (4-(Cyclopentylmethoxy)-3-(piperidin-4-ylmethoxy)-1,2-benzisoxazole), C(=O)C1(CCOCC1)C(=O)OC (Methyl 4-formyltetrahydro-2H-pyran-4-carboxylate), C(=O)C1(CCC1)C(=O)OC (methyl 1-formylcyclobutanecarboxylate). The product is C1(CCCC1)COC1=CC=CC2=C1C(=NO2)OCC2CCN(CC2)CC2(CCOCC2)C(=O)OC (Methyl 4-{[4-({[4-(cyclopentylmethoxy)-1,2-benzisoxazol-3-yl]oxy}methyl)piperidin-1-yl]-methyl}tetrahydro-2H-pyran-4-carboxylate). Reaction SMILES: [CH:1]1([CH2:6][O:7][C:8]2[C:13]3[C:14]([O:17][CH2:18][CH:19]4[CH2:24][CH2:23][NH:22][CH2:21][CH2:20]4)=[N:15][O:16][C:12]=3[CH:11]=[CH:10][CH:9]=2)[CH2:5][CH2:4][CH2:3][CH2:2]1.[CH:25]([C:27]1([C:33]([O:35][CH3:36])=[O:34])[CH2:32][CH2:31][O:30][CH2:29][CH2:28]1)=O.C(C1(C(OC)=O)CCC1)=O>>[CH:1]1([CH2:6][O:7][C:8]2[C:13]3[C:14]([O:17][CH2:18][CH:19]4[CH2:20][CH2:21][N:22]([CH2:25][C:27]5([C:33]([O:35][CH3:36])=[O:34])[CH2:32][CH2:31][O:30][CH2:29][CH2:28]5)[CH2:23][CH2:24]4)=[N:15][O:16][C:12]=3[CH:11]=[CH:10][CH:9]=2)[CH2:5][CH2:4][CH2:3][CH2:2]1. Procedure details: The title compound was prepared according to the procedure described in Step 3 of EXAMPLE 2 using 4-(cyclopentylmethoxy)-3-(piperidin-4-ylmethoxy)-1,2-benzisoxazole (EXAMPLE 22, Step 2) and methyl 4-formyltetrahydro-2H-pyran-4-carboxylate (EXAMPLE 18, Step 1) instead of 3-(piperidin-4-ylmethoxy)-4-(2,2,2-trifluoroethoxy)-1,2-benzisoxazole and methyl 1-formylcyclobutanecarboxylate. The reactants are C(C1=CC=CC=C1)OC(=O)N1CC(C1)C1(CC1)C(=O)OCC (ethyl 1-(1-benzyloxycarbonyl-3-azetidinyl)cyclopropanecarboxylate), [OH-].[Na+] (sodium hydroxide). Solvent: C(C)O (ethanol). Run at time 8 hour. Yields the product C(C1=CC=CC=C1)OC(=O)N1CC(C1)C1(CC1)C(=O)O (1-(1-Benzyloxycarbonyl-3-azetidinyl)cyclopropanecarboxylic acid). The yield is 96.7%. As a reaction SMILES: [CH2:1]([O:8][C:9]([N:11]1[CH2:14][CH:13]([C:15]2([C:18]([O:20]CC)=[O:19])[CH2:17][CH2:16]2)[CH2:12]1)=[O:10])[C:2]1[CH:7]=[CH:6][CH:5]=[CH:4][CH:3]=1.[OH-].[Na+]>C(O)C>[CH2:1]([O:8][C:9]([N:11]1[CH2:12][CH:13]([C:15]2([C:18]([OH:20])=[O:19])[CH2:17][CH2:16]2)[CH2:14]1)=[O:10])[C:2]1[CH:3]=[CH:4][CH:5]=[CH:6][CH:7]=1 |f:1.2|. Procedure: To 2.68 g (8.83 mmol) of ethyl 1-(1-benzyloxycarbonyl-3-azetidinyl)cyclopropanecarboxylate dissolved in 27 ml of ethanol was added 27 ml of 1N sodium hydroxide aqueous solution, followed by overnight stirring at room temperature. After evaporation of the solvent, the resulting residue was mixed with 10% citric acid aqueous solution, extracted with chloroform (50 ml×3) and then dried over anhydrous sodium sulfate. By evaporating the solvent, 2.35 g (97%) of the title compound was obtained. Starting materials: [BH4-], CO, Cl, CCOC(=O)C(Cc1ccc(C(F)(F)F)cc1)C(=O)c1ccc(F)cc1, [Na+]. The product is CCOC(=O)C(Cc1ccc(C(F)(F)F)cc1)C(O)c1ccc(F)cc1. Reaction SMILES: [BH4-:27].[CH3:30][OH:31].[ClH:29].[F:1][c:2]1[cH:3][cH:4][c:5]([C:8]([CH:9]([C:10](=[O:11])[O:12][CH2:13][CH3:14])[CH2:15][c:16]2[cH:17][cH:18][c:19]([C:22]([F:23])([F:24])[F:25])[cH:20][cH:21]2)=[O:26])[cH:6][cH:7]1.[Na+:28]>>[F:1][c:2]1[cH:3][cH:4][c:5]([CH:8]([CH:9]([C:10](=[O:11])[O:12][CH2:13][CH3:14])[CH2:15][c:16]2[cH:17][cH:18][c:19]([C:22]([F:23])([F:24])[F:25])[cH:20][cH:21]2)[OH:26])[cH:6][cH:7]1. Starting materials: ClCC#N (2-Chloroacetonitrile), ice, FC=1C=C(C=CC1)C1=NNC(=C1)C(=O)OCC (Ethyl 3-(3-fluorophenyl)-1H-pyrazole-5-carboxylate), [Li+].C[Si](C)(C)[N-][Si](C)(C)C (LHMDS). The solvent is CN(C)C=O (DMF). Conditions: time 5 minute. Product: C(#N)CN1N=C(C=C1C(=O)OCC)C1=CC(=CC=C1)F (Ethyl 1-(cyanomethyl)-3-(3-fluorophenyl)-1H-pyrazole-5-carboxylate). RXN SMILES: [F:1][C:2]1[CH:3]=[C:4]([C:8]2[CH:12]=[C:11]([C:13]([O:15][CH2:16][CH3:17])=[O:14])[NH:10][N:9]=2)[CH:5]=[CH:6][CH:7]=1.[Li+].C[Si]([N-][Si](C)(C)C)(C)C.Cl[CH2:29][C:30]#[N:31]>CN(C=O)C>[C:30]([CH2:29][N:10]1[C:11]([C:13]([O:15][CH2:16][CH3:17])=[O:14])=[CH:12][C:8]([C:4]2[CH:5]=[CH:6][CH:7]=[C:2]([F:1])[CH:3]=2)=[N:9]1)#[N:31] |f:1.2|. Reported procedure: To an ice-cooled solution of Intermediate 4B (7.0 g, 29.9 mmol) in DMF (45 mL), is added dropwise a solution of LHMDS (31.4 mL, 31.4 mmol, 1M in THF). The reaction mixture is allowed to stir for 5 min. and the ice bath is subsequently removed. 2-Chloroacetonitrile (2.482 g, 32.9 mmol) was added to the reaction mixture. The reaction was allowed to warm to RT and stir for 18 h. The reaction was quenched by the addition of 1.0 mL of a satd. aq. solution of NH4Cl. The reaction was diluted with equal...